Task: describe an organic reaction: reactants, conditions, products, and yield. Dataset: the Open Reaction Database (ORD), a public repository of structured organic reaction records As a reaction SMILES: [CH:10]([c:11]1[cH:12][cH:13][cH:14][cH:15][cH:16]1)([c:17]1[cH:18][cH:19][cH:20][cH:21][cH:22]1)[OH:23].[OH:1][CH2:2][CH2:3][Cl:4].[S:5](=[O:6])(=[O:7])([OH:8])[OH:9].[cH:24]1[cH:25][cH:26][cH:27][cH:28][cH:29]1>>[O:1]([CH2:2][CH2:3][Cl:4])[CH:10]([c:11]1[cH:12][cH:13][cH:14][cH:15][cH:16]1)[c:17]1[cH:18][cH:19][cH:20][cH:21][cH:22]1. Yields the product ClCCOC(c1ccccc1)c1ccccc1. Starting materials: OC(c1ccccc1)c1ccccc1, OCCCl, O=S(=O)(O)O, c1ccccc1. Starting materials: FC1=C(C=CC(=C1)I)NC=1C(=NN(C(C1C)=O)C)C(=O)O (4-(2-fluoro-4-iodophenylamino)-1,5-dimethyl-6-oxo-1,6-dihydropyridazine-3-carboxylic acid), C=1C=CC2=C(C1)N=NN2O (HOBt), C(=C)OCCON (O-(2-Vinyloxy-ethyl)-hydroxylamine), TEA, ester, CCN=C=NCCCN(C)C.Cl (EDCl). The solvent is CN(C)C=O (DMF), CCOC(=O)C (EtOAc). Run at time 1.5 hour. Yields the product FC1=C(C=CC(=C1)I)NC=1C(=NN(C(C1C)=O)C)C(=O)NOCCOC=C (4-(2-fluoro-4-iodophenylamino)-1,5-dimethyl-6-oxo-N-(2-(vinyloxy)ethoxy)-1,6-dihydropyridazine-3-carboxamide). As a reaction SMILES: [F:1][C:2]1[CH:7]=[C:6]([I:8])[CH:5]=[CH:4][C:3]=1[NH:9][C:10]1[C:11]([C:19]([OH:21])=O)=[N:12][N:13]([CH3:18])[C:14](=[O:17])[C:15]=1[CH3:16].C1C=CC2N(O)N=NC=2C=1.CCN=C=NCCCN(C)C.Cl.[CH:44]([O:46][CH2:47][CH2:48][O:49][NH2:50])=[CH2:45]>CN(C=O)C.CCOC(C)=O>[F:1][C:2]1[CH:7]=[C:6]([I:8])[CH:5]=[CH:4][C:3]=1[NH:9][C:10]1[C:11]([C:19]([NH:50][O:49][CH2:48][CH2:47][O:46][CH:44]=[CH2:45])=[O:21])=[N:12][N:13]([CH3:18])[C:14](=[O:17])[C:15]=1[CH3:16] |f:2.3|. Reported procedure: To a suspension of 4-(2-fluoro-4-iodophenylamino)-1,5-dimethyl-6-oxo-1,6-dihydropyridazine-3-carboxylic acid (41 mg, 0.10 mmol) and HOBt (28 mg, 0.21 mmol) in DMF (1.5 mL) was added EDCl (40 mg, 0.21 mmol) al room temperature. The resulting mixture was stirred for 1.5 hours. O-(2-Vinyloxy-ethyl)-hydroxylamine (21 mg, 0.20 mmol) and TEA (0.030 mL, 0.22 mmol) was added to the activated ester at room temperature. After stirring for 1.5 hours, the reaction mixture was diluted with EtOAc and washed w...